Dataset: the Open Reaction Database (ORD), a public repository of structured organic reaction records. Task: describe an organic reaction: reactants, conditions, products, and yield Starting materials: CN1C(=O)C2(CCCN(C(=O)C(COCc3ccccc3)NC(=O)C(C)(C)NC(=O)OC(C)(C)C)C2)C1c1ccccc1, CO, ClCCl, O=C(O)C(F)(F)F. Product: CN1C(=O)C2(CCCN(C(=O)C(COCc3ccccc3)NC(=O)C(C)(C)N)C2)C1c1ccccc1. RXN SMILES: [CH2:1]([c:2]1[cH:3][cH:4][cH:5][cH:6][cH:7]1)[O:8][CH2:9][CH:10]([C:11](=[O:12])[N:13]1[CH2:14][C:15]2([CH:16]([c:21]3[cH:22][cH:23][cH:24][cH:25][cH:26]3)[N:17]([CH3:20])[C:18]2=[O:19])[CH2:27][CH2:28][CH2:29]1)[NH:30][C:31]([C:32]([CH3:33])([CH3:34])[NH:35][C:36](=[O:37])[O:38][C:39]([CH3:40])([CH3:41])[CH3:42])=[O:43].[CH3:51][OH:52].[Cl:53][CH2:54][Cl:55].[F:44][C:45]([F:46])([F:47])[C:48]([OH:49])=[O:50]>>[CH2:1]([c:2]1[cH:3][cH:4][cH:5][cH:6][cH:7]1)[O:8][CH2:9][CH:10]([C:11](=[O:12])[N:13]1[CH2:14][C:15]2([CH:16]([c:21]3[cH:22][cH:23][cH:24][cH:25][cH:26]3)[N:17]([CH3:20])[C:18]2=[O:19])[CH2:27][CH2:28][CH2:29]1)[NH:30][C:31]([C:32]([CH3:33])([CH3:34])[NH2:35])=[O:43]. Starting materials: CC(C)=O, COC(=O)C(C)Oc1ccc(COc2ccc(Cl)cc2)cc1, OCCOc1cc(Cl)c(Cl)cc1Cl, [Na]. Yields the product CC(Oc1ccc(COc2ccc(Cl)cc2)cc1)C(=O)OCCOc1cc(Cl)c(Cl)cc1Cl. Reaction SMILES: [CH3:37][C:38](=[O:39])[CH3:40].[Cl:1][c:2]1[cH:3][cH:4][c:5]([O:6][CH2:7][c:8]2[cH:9][cH:10][c:11]([O:12][CH:13]([C:14](=[O:15])[O:16][CH3:17])[CH3:18])[cH:19][cH:20]2)[cH:21][cH:22]1.[Cl:23][c:24]1[c:25]([O:26][CH2:27][CH2:28][OH:29])[cH:30][c:31]([Cl:35])[c:32]([Cl:34])[cH:33]1.[Na:36]>>[Cl:1][c:2]1[cH:3][cH:4][c:5]([O:6][CH2:7][c:8]2[cH:9][cH:10][c:11]([O:12][CH:13]([C:14](=[O:15])[O:16][CH2:17][CH2:27][O:26][c:25]3[c:24]([Cl:23])[cH:33][c:32]([Cl:34])[c:31]([Cl:35])[cH:30]3)[CH3:18])[cH:19][cH:20]2)[cH:21][cH:22]1. Starting materials: C(C)[Mg]Br (ethyl magnesium bromide), C(CC#C)O (3-butyn-1-ol), S(O)(O)(=O)=O (sulfuric acid), Cl[Si](C)(C)C (chlorotrimethylsilane). Solvent: O1CCCC1 (tetrahydrofuran). Reaction conditions: time 8 hour. Yields the product C[Si](C#CCCO)(C)C (4-trimethylsilyl-3-butyne-1-ol). Isolated yield 71.1%. RXN SMILES: C([Mg]Br)C.[CH2:5]([OH:9])[CH2:6][C:7]#[CH:8].Cl[Si:11]([CH3:14])([CH3:13])[CH3:12].S(=O)(=O)(O)O>O1CCCC1>[CH3:12][Si:11]([CH3:14])([CH3:13])[C:8]#[C:7][CH2:6][CH2:5][OH:9]. Procedure: A solution of 2 mol of ethyl magnesium bromide (2.0 molar solution in tetrahydrofuran) is cooled in an ice bath and a solution of 50.5 g of 3-butyn-1-ol (0.72 mol) in 50 ml of tetrahydrofuran is slowly added. After addition of complete, the mixture was allowed to warm to room temperature and was stirred overnight. The mixture was then cooled in an ice bath and 254 ml (2 mol) of chlorotrimethylsilane was slowly added. This mixture was heated under reflux for two hours and then cooled to 20° C. an... The reactants are C(C1=CC=CC=C1)N1C(=C(C2=NC=C(C(=C21)OCC2=CC=C(C=C2)F)C#N)C)C (1-benzyl-7-(4-fluorobenzyloxy)-2,3-dimethyl-1H-pyrrolo[3,2-b]pyridine-6-carbonitrile), O (water), O (Water), [OH-].[K+] (Potassium hydroxide). The solvent is C(C)O (ethanol). Yields the product C(C1=CC=CC=C1)N1C(=C(C2=NC=C(C(=C21)OCC2=CC=C(C=C2)F)C(=O)O)C)C (1-benzyl-7-(4-fluorobenzyloxy)-2,3-dimethyl-1H-pyrrolo[3,2-b]pyridine-6-carboxylic acid). Reaction SMILES: [CH2:1]([N:8]1[C:16]2[C:11](=[N:12][CH:13]=[C:14]([C:26]#N)[C:15]=2[O:17][CH2:18][C:19]2[CH:24]=[CH:23][C:22]([F:25])=[CH:21][CH:20]=2)[C:10]([CH3:28])=[C:9]1[CH3:29])[C:2]1[CH:7]=[CH:6][CH:5]=[CH:4][CH:3]=1.[OH-:30].[K+].[OH2:32]>C(O)C>[CH2:1]([N:8]1[C:16]2[C:11](=[N:12][CH:13]=[C:14]([C:26]([OH:32])=[O:30])[C:15]=2[O:17][CH2:18][C:19]2[CH:24]=[CH:23][C:22]([F:25])=[CH:21][CH:20]=2)[C:10]([CH3:28])=[C:9]1[CH3:29])[C:2]1[CH:7]=[CH:6][CH:5]=[CH:4][CH:3]=1 |f:1.2|. Reported procedure: 1-Benzyl-7-(4-fluorobenzyloxy)-2,3-dimethyl-1H-pyrrolo[3,2-b]pyridine-6-carbonitrile (500 mg, 1.30 mmol) prepared in Example 276 was diluted with a mixture of ethanol (8 ml) and water (2 ml). Potassium hydroxide (650 mg, 13.0 mmol) was added to the solution, which was then refluxed for 24 hours. Water was added to the reaction mixture, which was then extracted with ethyl acetate. The separated organic layer was dried on anhydrous magnesium sulfate and then concentrated under reduced pressure. Th... The reactants are [C-]#N.[Na+] (sodium cyanide), BrBr (bromine), 24, C(C)(C)N1S(NC2=C(C1=O)C=CC=C2)(=O)=O (3-isopropyl-2,1,3-benzothiadiazin-4-one-2,2-dioxide), [OH-].[Na+] (sodium hydroxide). Solvent: O (water), O (water), O (water). Conditions: temperature 50 celsius, time 2 hour. Yields the product C(#N)N1S(N(C(C2=C1C=CC=C2)=O)C(C)C)(=O)=O (1-cyano-3-isopropyl-2,1,3-benzothiadiazin-4-one-2,2-dioxide). RXN SMILES: [C-:1]#[N:2].[Na+].BrBr.[CH:6]([N:9]1[C:14](=[O:15])[C:13]2[CH:16]=[CH:17][CH:18]=[CH:19][C:12]=2[NH:11][S:10]1(=[O:21])=[O:20])([CH3:8])[CH3:7].[OH-].[Na+]>O>[C:1]([N:11]1[C:12]2[CH:19]=[CH:18][CH:17]=[CH:16][C:13]=2[C:14](=[O:15])[N:9]([CH:6]([CH3:8])[CH3:7])[S:10]1(=[O:20])=[O:21])#[N:2] |f:0.1,4.5|. Procedure: 5.4 parts of sodium cyanide in 40 parts of water are added dropwise to 17.6 parts of bromine in 150 parts of water at from 5° to 10° C. A solution of 24 parts of 3-isopropyl-2,1,3-benzothiadiazin-4-one-2,2-dioxide and 4 parts of sodium hydroxide in 100 parts of water is then added and the mixture is stirred for 2 hours at 50° C. When it has cooled, the precipitate is filtered off and dried. 25 parts of 1-cyano-3-isopropyl-2,1,3-benzothiadiazin-4-one-2,2-dioxide of melting point 99°-101° C. are o... Reactants: ClC=1C=C(C#N)C=C(C1)OC1=C(C(=CC(=C1)OC)F)Cl (3-chloro-5-(2-chloro-3-fluoro-5-methoxyphenoxy)benzonitrile), B(Br)(Br)Br (BBr3). The solvent is C(Cl)Cl (CH2Cl2). Run at temperature 0 celsius, time 12 hour. Product: EtOAc Hexanes, ClC=1C=C(C#N)C=C(C1)OC1=C(C(=CC(=C1)O)F)Cl (3-chloro-5-(2-chloro-3-fluoro-5-hydroxyphenoxy)benzonitrile). Isolated yield 34.9%. As a reaction SMILES: [Cl:1][C:2]1[CH:3]=[C:4]([CH:7]=[C:8]([O:10][C:11]2[CH:16]=[C:15]([O:17]C)[CH:14]=[C:13]([F:19])[C:12]=2[Cl:20])[CH:9]=1)[C:5]#[N:6].B(Br)(Br)Br>C(Cl)Cl>[Cl:1][C:2]1[CH:3]=[C:4]([CH:7]=[C:8]([O:10][C:11]2[CH:16]=[C:15]([OH:17])[CH:14]=[C:13]([F:19])[C:12]=2[Cl:20])[CH:9]=1)[C:5]#[N:6]. Procedure details: Under nitrogen atmosphere, 3-chloro-5-(2-chloro-3-fluoro-5-methoxyphenoxy)-benzonitrile (50-4) (9.6 g, 30.8 mmol) was diluted in CH2Cl2 (60 mL, 0.5M) and then cooled to 0° C. To this solution BBr3 (61.5 mL, 61.5 mmol, 1M in CH2Cl2) was slowly added to the reaction. The reaction mixture was allowed to slowly warm to room temperature and stir for 12 hours. It was then cooled to 0° C. and slowly quenched with water (60 mL). The aqueous layer was then extracted with methylene chloride (3×30 mL). The... Reactants: CCC(=O)Cl, ClCCl, O=C(N1CCC2(CCc3ccccc3O2)CC1)C(F)(F)F, Cl[Sn](Cl)(Cl)Cl. Product: CCC(=O)c1ccc2c(c1)CCC1(CCN(C(=O)C(F)(F)F)CC1)O2. As a reaction SMILES: [C:22]([CH2:23][CH3:24])(=[O:25])[Cl:26].[CH2:32]([Cl:33])[Cl:34].[F:1][C:2]([C:3](=[O:4])[N:5]1[CH2:6][CH2:7][C:8]2([O:9][c:10]3[c:11]([cH:14][cH:15][cH:16][cH:17]3)[CH2:12][CH2:13]2)[CH2:18][CH2:19]1)([F:20])[F:21].[Sn:27]([Cl:28])([Cl:29])([Cl:30])[Cl:31]>>[F:1][C:2]([C:3](=[O:4])[N:5]1[CH2:6][CH2:7][C:8]2([O:9][c:10]3[c:11]([cH:14][c:15]([C:22]([CH2:23][CH3:24])=[O:25])[cH:16][cH:17]3)[CH2:12][CH2:13]2)[CH2:18][CH2:19]1)([F:20])[F:21].